From a dataset of the Open Reaction Database (ORD), a public repository of structured organic reaction records. describe an organic reaction: reactants, conditions, products, and yield Starting materials: [Na+], [Na+], [Na+], O=C([O-])O, CC(Oc1ccc(S(=O)(=O)Cl)cc1C(=O)N1Cc2ccc(C3CCOCC3)cc2C1)C(F)(F)F, O, O=S([O-])[O-]. Product: [Na+], CC(Oc1ccc(S(=O)[O-])cc1C(=O)N1Cc2ccc(C3CCOCC3)cc2C1)C(F)(F)F. Reaction SMILES: [Na+:45].[Na+:5].[Na+:6].[O-:41][C:42]([OH:43])=[O:44].[O:7]1[CH2:8][CH2:9][CH:10]([c:13]2[cH:14][c:15]3[c:19]([cH:20][cH:21]2)[CH2:18][N:17]([C:22](=[O:23])[c:24]2[cH:25][c:26]([S:37](=[O:38])(=[O:39])[Cl:40])[cH:27][cH:28][c:29]2[O:30][CH:31]([C:32]([F:33])([F:34])[F:35])[CH3:36])[CH2:16]3)[CH2:11][CH2:12]1.[OH2:46].[S:1]([O-:2])([O-:3])=[O:4]>>[Na+:5].[O:7]1[CH2:8][CH2:9][CH:10]([c:13]2[cH:14][c:15]3[c:19]([cH:20][cH:21]2)[CH2:18][N:17]([C:22](=[O:23])[c:24]2[cH:25][c:26]([S:37](=[O:38])[O-:39])[cH:27][cH:28][c:29]2[O:30][CH:31]([C:32]([F:33])([F:34])[F:35])[CH3:36])[CH2:16]3)[CH2:11][CH2:12]1.